Dataset: the Open Reaction Database (ORD), a public repository of structured organic reaction records. Task: describe an organic reaction: reactants, conditions, products, and yield The reactants are [Br-], C1CCOC1, C[Mg+], COc1ccc2c(c1)C(=C(C#N)C#N)CCC2, [Cu]I. The product is COc1ccc2c(c1)C(C)(C(C#N)C#N)CCC2. RXN SMILES: [Br-:1].[CH2:21]1[O:22][CH2:23][CH2:24][CH2:25]1.[CH3:2][Mg+:3].[CH3:4][O:5][c:6]1[cH:7][cH:8][c:9]2[c:14]([cH:15]1)[C:13](=[C:16]([C:17]#[N:18])[C:19]#[N:20])[CH2:12][CH2:11][CH2:10]2.[Cu:26][I:27]>>[CH3:2][C:13]1([CH:16]([C:17]#[N:18])[C:19]#[N:20])[CH2:12][CH2:11][CH2:10][c:9]2[cH:8][cH:7][c:6]([O:5][CH3:4])[cH:15][c:14]21.